This data is from the Open Reaction Database (ORD), a public repository of structured organic reaction records. The task is: describe an organic reaction: reactants, conditions, products, and yield Starting materials: CC1(SC2=CC=C(C=C2C(=C1)OS(=O)(=O)C(F)(F)F)C#CC1=CC=C(C(=O)OCC)C=C1)C (ethyl 4-(2,2-dimethyl-4-trifluoromethanesulfonyloxy-(2H)-thiochromen-6-ylethynyl)-benzoate), C(C)(C)(C)C1=CC=C(C=C1)Br (4-tert-butylbromobenzene), C(C)(C)(C)[Li] (tert-butyllithium), solution, CC1(SC2=CC=C(C=C2C(=C1)OS(=O)(=O)C(F)(F)F)C#CC1=CC=C(C(=O)OCC)C=C1)C (ethyl 4-(2,2-dimethyl-4-trifluoromethanesulfonyloxy-(2H)-thiochromen-6-ylethynyl)-benzoate). The reagents and catalysts are [Pd].C1(=CC=CC=C1)P(C1=CC=CC=C1)C1=CC=CC=C1.C1(=CC=CC=C1)P(C1=CC=CC=C1)C1=CC=CC=C1.C1(=CC=CC=C1)P(C1=CC=CC=C1)C1=CC=CC=C1.C1(=CC=CC=C1)P(C1=CC=CC=C1)C1=CC=CC=C1 (tetrakis(triphenylphosphine) palladium(0)), [Cl-].[Cl-].[Zn+2] (ZnCl2). Solvent: C1CCOC1 (THF), C1CCOC1 (THF), CCCCC (pentane), C1CCOC1 (THF). Yields the product C(C)(C)(C)C1=CC=C(C=C1)C1=CC(SC2=CC=C(C=C12)C#CC1=CC=C(C(=O)OCC)C=C1)(C)C (Ethyl 4-[[4-(4-tert-butylphenyl)-2,2-dimethyl-(2H)-thiochromen-6-yl]-ethynyl]-benzoate), EtOAc hexanes. Isolated yield 5.0%. RXN SMILES: [C:1]([C:5]1[CH:10]=[CH:9][C:8](Br)=[CH:7][CH:6]=1)([CH3:4])([CH3:3])[CH3:2].C([Li])(C)(C)C.[CH3:17][C:18]1([CH3:49])[CH:27]=[C:26](OS(C(F)(F)F)(=O)=O)[C:25]2[C:20](=[CH:21][CH:22]=[C:23]([C:36]#[C:37][C:38]3[CH:48]=[CH:47][C:41]([C:42]([O:44][CH2:45][CH3:46])=[O:43])=[CH:40][CH:39]=3)[CH:24]=2)[S:19]1>C1COCC1.CCCCC.[Cl-].[Cl-].[Zn+2].[Pd].C1(P(C2C=CC=CC=2)C2C=CC=CC=2)C=CC=CC=1.C1(P(C2C=CC=CC=2)C2C=CC=CC=2)C=CC=CC=1.C1(P(C2C=CC=CC=2)C2C=CC=CC=2)C=CC=CC=1.C1(P(C2C=CC=CC=2)C2C=CC=CC=2)C=CC=CC=1>[C:1]([C:5]1[CH:10]=[CH:9][C:8]([C:26]2[C:25]3[C:20](=[CH:21][CH:22]=[C:23]([C:36]#[C:37][C:38]4[CH:48]=[CH:47][C:41]([C:42]([O:44][CH2:45][CH3:46])=[O:43])=[CH:40][CH:39]=4)[CH:24]=3)[S:19][C:18]([CH3:17])([CH3:49])[CH:27]=2)=[CH:7][CH:6]=1)([CH3:4])([CH3:3])[CH3:2] |f:5.6.7,8.9.10.11.12|. Procedure details: A solution of 4-tert-butylbromobenzene (149.0 mg, 0.70 mmol) in 2.0 mL of THF was cooled to -78° C. and tert-butyllithium (92.6 mg, 1.44 mmol, 0.85 ml of a 1.7M solution in pentane) was added to give a yellow solution. After 30 minutes a solution of ZnCl2 (133.0 mg, 0.98 mmol) in 4.0 mL THF was slowly added via cannula. The resulting solution was warmed to room temperature and transferred via cannula to a solution of ethyl 4-(2,2-dimethyl-4-trifluoromethanesulfonyloxy-(2H)-thiochromen-6-ylethyny... Conditions: temperature -78 celsius, time 0.5 hour. Reactants: S1C=NC=C1 (thiazole), [Li]CCCC (BuLi), CCCCCC (hexane), [Sn](CCCC)(CCCC)(CCCC)Cl (Bu3SnCl). Procedure: To a solution of thiazole (0.71 ml, 10 mmol) in dry THF (20 ml) was added dropwise 1.6 M-BuLi in hexane (6.9 ml, 11 mmol) under argon at -78° C. The reaction mixture was stirred at -78° C. for 0.5 hr and Bu3SnCl (3.1 ml, 11 mmol) was added dropwise. After stirring for 1 hr at -78° C. and for 1 hr at room temperature, the mixture was concentrated, triturated with water (50 ml) and extracted with diethylether (100 ml×3). The extract was washed with brine, dried and concentrated under reduced press... Solvent: C1CCOC1 (THF). Yields the product C(CCC)[Sn](C=1SC=CN1)(CCCC)CCCC (2-(Tributylstannyl)thiazole). RXN SMILES: [S:1]1[CH:5]=[CH:4][N:3]=[CH:2]1.[Li]CCCC.CCCCCC.[Sn:17](Cl)([CH2:26][CH2:27][CH2:28][CH3:29])([CH2:22][CH2:23][CH2:24][CH3:25])[CH2:18][CH2:19][CH2:20][CH3:21]>C1COCC1>[CH2:26]([Sn:17]([CH2:18][CH2:19][CH2:20][CH3:21])([CH2:22][CH2:23][CH2:24][CH3:25])[C:2]1[S:1][CH:5]=[CH:4][N:3]=1)[CH2:27][CH2:28][CH3:29]. The reactants are ClC(=O)OC1=CC=CC=C1 (Phenyl chloroformate), C(C)OC(=O)C=1C(=C2C(N(C(=NC2=CC1C)CO)C1=C(C=CC=C1)C(F)(F)F)=O)C (6-ethoxycarbonyl-2-hydroxymethyl-5,7-dimethyl-3-[2-(trifluoromethyl)phenyl]-4(3H)-quinazolinone). The solvent is N1=CC=CC=C1 (pyridine). Reaction conditions: temperature 80 celsius, time 3 hour. The product is C(C)OC(=O)C=1C(=C2C(N(C(=NC2=CC1C)COC(=O)OC1=CC=CC=C1)C1=C(C=CC=C1)C(F)(F)F)=O)C (6-ethoxycarbonyl-5,7-dimethyl-2-(phenoxycarbonyloxymethyl)-3-[2-(trifluoromethyl)phenyl]-4(3H)-quinazolinone). Isolated yield 74.1%. RXN SMILES: Cl[C:2]([O:4][C:5]1[CH:10]=[CH:9][CH:8]=[CH:7][CH:6]=1)=[O:3].[CH2:11]([O:13][C:14]([C:16]1[C:17]([CH3:40])=[C:18]2[C:23](=[CH:24][C:25]=1[CH3:26])[N:22]=[C:21]([CH2:27][OH:28])[N:20]([C:29]1[CH:34]=[CH:33][CH:32]=[CH:31][C:30]=1[C:35]([F:38])([F:37])[F:36])[C:19]2=[O:39])=[O:15])[CH3:12]>N1C=CC=CC=1>[CH2:11]([O:13][C:14]([C:16]1[C:17]([CH3:40])=[C:18]2[C:23](=[CH:24][C:25]=1[CH3:26])[N:22]=[C:21]([CH2:27][O:28][C:2]([O:4][C:5]1[CH:10]=[CH:9][CH:8]=[CH:7][CH:6]=1)=[O:3])[N:20]([C:29]1[CH:34]=[CH:33][CH:32]=[CH:31][C:30]=1[C:35]([F:38])([F:37])[F:36])[C:19]2=[O:39])=[O:15])[CH3:12]. Reported procedure: Phenyl chloroformate (470 mg) was added to a solution of 420 mg of 6-ethoxycarbonyl-2-hydroxymethyl-5,7-dimethyl-3-[2-(trifluoromethyl)phenyl]-4(3H)-quinazolinone in 5 ml of pyridine. The reaction mixture was stirred at 80° C. for 3 hours, and the solvent was then evaporated off in vacuo. The residue was taken up with ethyl acetate, and the solution was washed successively with 1N aqueous hydrochloric acid and water, and dried over anhydrous sodium sulfate. The ethyl acetate was evaporated off t... The reactants are C(C)(C)(C)OC(NC1(COC(OC1)(C)C)CCC1=CC(=C(C=C1)OCCCC1=CC(=CC=C1)OC)C(F)(F)F)=O ([5-(2-{4-[3-(3-methoxyphenyl)propoxy]-3-trifluoromethylphenyl}ethyl)-2,2-dimethyl-1,3-dioxan-5-yl]carbamic acid t-butyl ester), Cl (hydrochloric acid). The solvent is C(C)O (ethanol). Reaction conditions: temperature 80 celsius, time 2 hour. Yields the product Cl.NC(CO)(CO)CCC1=CC(=C(C=C1)OCCCC1=CC(=CC=C1)OC)C(F)(F)F (2-amino-2-(2-{4-[3-(3-methoxyphenyl)propoxy]-3-trifluoromethylphenyl}ethyl)propane-1,3-diol hydrochloride). Reaction SMILES: C(OC(=O)[NH:7][C:8]1([CH2:16][CH2:17][C:18]2[CH:23]=[CH:22][C:21]([O:24][CH2:25][CH2:26][CH2:27][C:28]3[CH:33]=[CH:32][CH:31]=[C:30]([O:34][CH3:35])[CH:29]=3)=[C:20]([C:36]([F:39])([F:38])[F:37])[CH:19]=2)[CH2:13][O:12]C(C)(C)[O:10][CH2:9]1)(C)(C)C.[ClH:41]>C(O)C>[ClH:41].[NH2:7][C:8]([CH2:16][CH2:17][C:18]1[CH:23]=[CH:22][C:21]([O:24][CH2:25][CH2:26][CH2:27][C:28]2[CH:33]=[CH:32][CH:31]=[C:30]([O:34][CH3:35])[CH:29]=2)=[C:20]([C:36]([F:37])([F:38])[F:39])[CH:19]=1)([CH2:13][OH:12])[CH2:9][OH:10] |f:3.4|. Reported procedure: Compound 16-3 (800 mg) was dissolved in ethanol (20 ml), concentrated hydrochloric acid (2 ml) was added, and the mixture was stirred at 80° C. for 2 hr. The reaction mixture was concentrated, and the residue was washed with diethyl ether to give the object product (560 mg) as a white powder. Reactants: [BH-](OC(=O)C)(OC(=O)C)OC(=O)C.[Na+] (NaBH(OAc)3), COC=1C=C(C=CC1OC)C1=NOC(=C1)CCC=O (3-[3-(3,4-dimethoxyphenyl)isoxazol-5-yl]propanal), Cl.ClC1=C(C=CC=C1)N1CCCCC1 ((2-chlorophenyl)piperidine HCl), C(C)(C)N(CC)C(C)C (diisopropylethyl amine). The solvent is C(Cl)Cl (methylene chloride). The product is COC=1C=C(C=CC1OC)C1=NOC(=C1)CCCN1CCN(CC1)C1=C(C=CC=C1)OCC (1-(4-{3-[3-(3,4-Dimethoxyphenyl)isoxazol-5-yl]propyl}piperazinyl)-2-ethoxybenzene). Isolated yield 70.1%. RXN SMILES: [CH3:1][O:2][C:3]1[CH:4]=[C:5]([C:11]2[CH:15]=[C:14]([CH2:16][CH2:17][CH:18]=O)[O:13][N:12]=2)[CH:6]=[CH:7][C:8]=1[O:9][CH3:10].Cl.Cl[C:22]1[CH:27]=[CH:26][CH:25]=[CH:24][C:23]=1[N:28]1[CH2:33][CH2:32]C[CH2:30][CH2:29]1.C([N:37](C(C)C)CC)(C)C.[BH-](OC(C)=O)(OC(C)=O)[O:44][C:45]([CH3:47])=O.[Na+]>C(Cl)Cl>[CH3:1][O:2][C:3]1[CH:4]=[C:5]([C:11]2[CH:15]=[C:14]([CH2:16][CH2:17][CH2:18][N:37]3[CH2:30][CH2:29][N:28]([C:23]4[CH:24]=[CH:25][CH:26]=[CH:27][C:22]=4[O:44][CH2:45][CH3:47])[CH2:33][CH2:32]3)[O:13][N:12]=2)[CH:6]=[CH:7][C:8]=1[O:9][CH3:10] |f:1.2,4.5|. Procedure: About 2 min after dissolving 3-[3-(3,4-dimethoxyphenyl)isoxazol-5-yl]propanal (22.1 mg, 0.09 mmol), (2-chlorophenyl)piperidine HCl (20.6 mg, 0.09 mmol), and diisopropylethyl amine (14.8, 0.09 mmol) in 2 mL of dry methylene chloride, were added NaBH(OAc)3 (54.0 mg, 0.26 mmol) and molecular sieves (5 beads). The reaction mixture was reacted for 20 hr and followed the same processes as in Example 1 to obtain 28.5 mg (74.2%) of the target compound.